The task is: describe an organic reaction: reactants, conditions, products, and yield. This data is from the Open Reaction Database (ORD), a public repository of structured organic reaction records. The reactants are CN(C)C=O (DMF), [N+](=O)([O-])C1=CC2=C(N(CCO2)CC=2C=C(C(=O)OC)C=CC2)C=C1 (Methyl 3-[(7-nitro-2,3-dihydro-4H-1,4-benzoxazin-4-yl)methyl]benzoate). Reagents/catalysts: [Zn] (zinc), O.O.O.O.O.O.[Fe](Cl)(Cl)Cl (iron trichloride hexahydrate). Run in O (water). Run at temperature 100 celsius, time 50 minute. Yields the product NC1=CC2=C(N(CCO2)CC=2C=C(C(=O)OC)C=CC2)C=C1 (Methyl 3-[(7-amino-2,3-dihydro-4H-1,4-benzoxazin-4-yl)methyl]benzoate). Isolated yield 87.7%. RXN SMILES: CN(C=O)C.[N+:6]([C:9]1[CH:29]=[CH:28][C:12]2[N:13]([CH2:17][C:18]3[CH:19]=[C:20]([CH:25]=[CH:26][CH:27]=3)[C:21]([O:23][CH3:24])=[O:22])[CH2:14][CH2:15][O:16][C:11]=2[CH:10]=1)([O-])=O>[Zn].O.O.O.O.O.O.[Fe](Cl)(Cl)Cl.O>[NH2:6][C:9]1[CH:29]=[CH:28][C:12]2[N:13]([CH2:17][C:18]3[CH:19]=[C:20]([CH:25]=[CH:26][CH:27]=3)[C:21]([O:23][CH3:24])=[O:22])[CH2:14][CH2:15][O:16][C:11]=2[CH:10]=1 |f:3.4.5.6.7.8.9|. Procedure: DMF (5 mL), water (5 mL), zinc (0.7 g, 10.7 mmol) and iron trichloride hexahydrate (0.12 g, 0.4 mmol) were added to methyl 3-[(7-nitro-2,3-dihydro-4H-1,4-benzoxazin-4-yl)methyl]benzoate obtained in Example (100a) (0.35 g, 1.07 mmol), and the mixture was stirred at 100° C. for 50 minutes. The insoluble matter was filtered off and ethyl acetate was added to the mother liquor, and the organic layer was washed with water and brine, and dried over anhydrous magnesium sulfate. Concentration under redu... The reactants are [N+](=O)([O-])C1=C(COC(=O)CP(N2C(CC2CC(=O)O)=O)(C2=CC=CC=C2)(C2=CC=CC=C2)C2=CC=CC=C2)C=CC=C1 (1-(o-nitrobenzyloxycarbonylmethyltriphenylphosphoranyl)-4-(carboxymethyl)-2-azetidinone), C(C(=O)Cl)(=O)Cl (Oxalyl chloride). The reagents and catalysts are CN(C)C=O (DMF). Solvent: C(Cl)Cl (CH2Cl2). Reaction conditions: temperature 0 celsius, time 5 minute. Yields the product [N+](=O)([O-])C1=C(COC(=O)CP(N2C(CC2CC(=O)Cl)=O)(C2=CC=CC=C2)(C2=CC=CC=C2)C2=CC=CC=C2)C=CC=C1 (1-(o-nitrobenzyloxycarbonylmethyltriphenylphosphoranyl)-4-(chlorocarbonylmethyl)-2-azetidinone). As a reaction SMILES: [N+:1]([C:4]1[CH:42]=[CH:41][CH:40]=[CH:39][C:5]=1[CH2:6][O:7][C:8]([CH2:10][P:11]([C:33]1[CH:38]=[CH:37][CH:36]=[CH:35][CH:34]=1)([C:27]1[CH:32]=[CH:31][CH:30]=[CH:29][CH:28]=1)([C:21]1[CH:26]=[CH:25][CH:24]=[CH:23][CH:22]=1)[N:12]1[CH:15]([CH2:16][C:17](O)=[O:18])[CH2:14][C:13]1=[O:20])=[O:9])([O-:3])=[O:2].C(Cl)(=O)C([Cl:46])=O>C(Cl)Cl.CN(C=O)C>[N+:1]([C:4]1[CH:42]=[CH:41][CH:40]=[CH:39][C:5]=1[CH2:6][O:7][C:8]([CH2:10][P:11]([C:33]1[CH:38]=[CH:37][CH:36]=[CH:35][CH:34]=1)([C:27]1[CH:32]=[CH:31][CH:30]=[CH:29][CH:28]=1)([C:21]1[CH:26]=[CH:25][CH:24]=[CH:23][CH:22]=1)[N:12]1[CH:15]([CH2:16][C:17]([Cl:46])=[O:18])[CH2:14][C:13]1=[O:20])=[O:9])([O-:3])=[O:2]. Procedure: From Step A, 1-(o-nitrobenzyloxycarbonylmethyltriphenylphosphoranyl)-4-(carboxymethyl)-2-azetidinone (0.851 g) is dissolved in 20 ml CH2Cl2 and cooled to 0° C. under N2. Oxalyl chloride (0.8 ml) is added dropwise over 5 min and then 1 drop of DMF is added. The mixture is stirred at 0° C. for 5 min and then at 25° C. for 15 min. The solvent and excess oxalyl chloride are evaporated under reduced pressure. The residue is the desired acid chloride which is used without purification in the next step... The reactants are C=CCCC(=O)O, O=C(Cl)C(=O)Cl, ClCCl, Nc1ccccc1, CN(C)C=O. Product: C=CCCC(=O)Nc1ccccc1. RXN SMILES: [C:7]([CH2:8][CH2:9][CH:10]=[CH2:11])(=[O:12])[OH:13].[Cl:1][C:2]([C:3]([Cl:4])=[O:5])=[O:6].[Cl:21][CH2:22][Cl:23].[NH2:14][c:15]1[cH:16][cH:17][cH:18][cH:19][cH:20]1.[O:24]=[CH:25][N:26]([CH3:27])[CH3:28]>>[C:7]([CH2:8][CH2:9][CH:10]=[CH2:11])(=[O:13])[NH:14][c:15]1[cH:16][cH:17][cH:18][cH:19][cH:20]1. Reactants: C(C)(=O)N(C1=CC=CC=C1)CCCCN1C(C=2C(C1=O)=CC=CC2)=O (N-[4-(N-acetyl-N-phenylamino)butyl]phthalimide), O.NN (hydrazine monohydrate). The solvent is C(C)O (ethanol). Yields the product C(C)(=O)N(C1=CC=CC=C1)CCCCN (4-(N-acetyl-N-phenylamino)butylamine). Isolated yield 80.6%. RXN SMILES: [C:1]([N:4]([CH2:11][CH2:12][CH2:13][CH2:14][N:15]1C(=O)C2=CC=CC=C2C1=O)[C:5]1[CH:10]=[CH:9][CH:8]=[CH:7][CH:6]=1)(=[O:3])[CH3:2].O.NN>C(O)C>[C:1]([N:4]([CH2:11][CH2:12][CH2:13][CH2:14][NH2:15])[C:5]1[CH:6]=[CH:7][CH:8]=[CH:9][CH:10]=1)(=[O:3])[CH3:2] |f:1.2|. Reported procedure: A mixture of N-[4-(N-acetyl-N-phenylamino)butyl]phthalimide (9.2 g), hydrazine monohydrate (10 ml) and ethanol (200 ml) was heated under reflux for 1 hour. The deposited crystals were separated by filtration, and the filtrate was concentrated under reduced pressure to obtain 4-(N-acetyl-N-phenylamino)butylamine (4.55 g, 80.7%) as an oil. Starting materials: CN(CCCNC(=O)CBr)Cc1ccc(Cl)c(Cl)c1, O=C([O-])[O-], CN(C)C=O, [K+], [K+], Oc1nc2ccccc2s1. Product: CN(CCCNC(=O)COc1nc2ccccc2s1)Cc1ccc(Cl)c(Cl)c1. As a reaction SMILES: [Br:17][CH2:18][C:19](=[O:20])[NH:21][CH2:22][CH2:23][CH2:24][N:25]([CH3:26])[CH2:27][c:28]1[cH:29][c:30]([Cl:35])[c:31]([Cl:34])[cH:32][cH:33]1.[C:11](=[O:12])([O-:13])[O-:14].[CH3:36][N:37]([CH3:38])[CH:39]=[O:40].[K+:15].[K+:16].[OH:1][c:2]1[n:3][c:4]2[cH:5][cH:6][cH:7][cH:8][c:9]2[s:10]1>>[O:1]([c:2]1[n:3][c:4]2[cH:5][cH:6][cH:7][cH:8][c:9]2[s:10]1)[CH2:18][C:19](=[O:20])[NH:21][CH2:22][CH2:23][CH2:24][N:25]([CH3:26])[CH2:27][c:28]1[cH:29][c:30]([Cl:35])[c:31]([Cl:34])[cH:32][cH:33]1. The product is C(C)(=O)O[C@H]1[C@@H](O[C@@H]([C@H]1OC(C)=O)C1=NOC(=C1)CC)N1C2=NC(=NC(=C2N=C1)NC(CC)CC)Cl ((2R,3R,4R,5R)-4-(acetyloxy)-2-[2-chloro-6-[(1-ethylpropyl)amino]-9H-purin-9-yl}-5-(5-ethylisoxazol-3-yl)tetrahydrofuran-3-yl Acetate). Procedure details: (2R,3R,4 R,5R)-4-(acetyloxy)-2-(2,6-dichloro-9H-purin-9-yl)-5-(5-ethylisoxazol-3-yl)tetrahydrofuran-3-yl acetate (125 mg) was dissolved in isopropanol (5 ml) and the solution was treated with diisopropylethylamine (0.06 ml) followed by 1-ethylpropylamine (0.044 ml). The mixture was heated at 50° C. under nitrogen for 16 h. The solvent was removed in vacuo and the mixture partitioned between ethyl acetate and 1 M hydrochloric acid. The organic layers were washed with saturated sodium bicarbonate ... The reactants are C(C)(C)N(CC)C(C)C (diisopropylethylamine), C(C)(=O)O[C@H]1[C@@H](O[C@@H]([C@H]1OC(C)=O)C1=NOC(=C1)CC)N1C2=NC(=NC(=C2N=C1)Cl)Cl ((2R,3R,4 R,5R)-4-(acetyloxy)-2-(2,6-dichloro-9H-purin-9-yl)-5-(5-ethylisoxazol-3-yl)tetrahydrofuran-3-yl acetate), C(C)C(CC)N (1-ethylpropylamine). Reaction conditions: temperature 50 celsius. Run in C(C)(C)O (isopropanol). As a reaction SMILES: [C:1]([O:4][C@@H:5]1[C@H:9]([O:10][C:11](=[O:13])[CH3:12])[C@@H:8]([C:14]2[CH:18]=[C:17]([CH2:19][CH3:20])[O:16][N:15]=2)[O:7][C@H:6]1[N:21]1[CH:29]=[N:28][C:27]2[C:22]1=[N:23][C:24]([Cl:31])=[N:25][C:26]=2Cl)(=[O:3])[CH3:2].C(N(C(C)C)CC)(C)C.[CH2:41]([CH:43]([NH2:46])[CH2:44][CH3:45])[CH3:42]>C(O)(C)C>[C:1]([O:4][C@@H:5]1[C@H:9]([O:10][C:11](=[O:13])[CH3:12])[C@@H:8]([C:14]2[CH:18]=[C:17]([CH2:19][CH3:20])[O:16][N:15]=2)[O:7][C@H:6]1[N:21]1[CH:29]=[N:28][C:27]2[C:22]1=[N:23][C:24]([Cl:31])=[N:25][C:26]=2[NH:46][CH:43]([CH2:44][CH3:45])[CH2:41][CH3:42])(=[O:3])[CH3:2].